This data is from the Open Reaction Database (ORD), a public repository of structured organic reaction records. The task is: describe an organic reaction: reactants, conditions, products, and yield Reactants: CC(C)(C)c1ccc(CCl)cc1, COc1ccc(CCC(O)CN2CCN(CC(=O)Nc3c(C)cccc3C)CC2)cc1, COc1ccc(CCl)cc1. The product is Cc1cccc(C)c1NC(=O)CN1CCN(CC(O)CCc2ccc(C(C)(C)C)cc2)CC1. As a reaction SMILES: [C:32]([CH3:33])([CH3:34])([CH3:35])[c:36]1[cH:37][cH:38][c:39]([CH2:40][Cl:41])[cH:42][cH:43]1.[CH3:1][c:2]1[c:3]([NH:9][C:10]([CH2:11][N:12]2[CH2:13][CH2:14][N:15]([CH2:18][CH:19]([CH2:20][CH2:21][c:22]3[cH:23][cH:24][c:25]([O:28][CH3:29])[cH:26][cH:27]3)[OH:30])[CH2:16][CH2:17]2)=[O:31])[c:4]([CH3:8])[cH:5][cH:6][cH:7]1.[CH3:44][O:45][c:46]1[cH:47][cH:48][c:49]([CH2:50][Cl:51])[cH:52][cH:53]1>>[CH3:1][c:2]1[c:3]([NH:9][C:10]([CH2:11][N:12]2[CH2:13][CH2:14][N:15]([CH2:18][CH:19]([CH2:20][CH2:21][c:22]3[cH:23][cH:24][c:25]([C:32]([CH3:33])([CH3:34])[CH3:35])[cH:26][cH:27]3)[OH:30])[CH2:16][CH2:17]2)=[O:31])[c:4]([CH3:8])[cH:5][cH:6][cH:7]1. Reactants: Cl (HCl), solution, CN(CCC1=CNC2=CC=C(C=C12)CNNC=O)C (formic acid N′-[3-(2-dimethylamino-ethyl)-1H-indol-5-ylmethyl]-hydrazide). Run in CCOCC (ether), C1CCOC1 (THF). The product is Cl.Cl.CN(CCC1=CNC2=CC=C(C=C12)CNNC=O)C (Formic acid N′-[3-(2-dimethylamino-ethyl)-1H-indol-5-ylmethyl]-hydrazide, dihydrochloride). RXN SMILES: [ClH:1].[CH3:2][N:3]([CH3:20])[CH2:4][CH2:5][C:6]1[C:14]2[C:9](=[CH:10][CH:11]=[C:12]([CH2:15][NH:16][NH:17][CH:18]=[O:19])[CH:13]=2)[NH:8][CH:7]=1>CCOCC.C1COCC1>[ClH:1].[ClH:1].[CH3:20][N:3]([CH3:2])[CH2:4][CH2:5][C:6]1[C:14]2[C:9](=[CH:10][CH:11]=[C:12]([CH2:15][NH:16][NH:17][CH:18]=[O:19])[CH:13]=2)[NH:8][CH:7]=1 |f:4.5.6|. Procedure details: A solution of HCl in ether (49.1 ml of a 2.138 molar solution, 105 mmol) is added under a nitrogen atmosphere to a solution of formic acid N′-[3-(2-dimethylamino-ethyl)-1H-indol-5-ylmethyl]-hydrazide (Example 13; 26.03 g, 100 mmol) in THF (300 ml) within 10 minutes. The obtained thick suspension of the product is filtered, and the filter cake washed with THF (ca. 80 ml) and ether (ca. 100 ml). The product is dried over night to give 28.04 g (84%) of cream colored hygroscopic crystals. 1H-NMR (DM... Reactants: COc1ccc(C=O)c(C)c1C, O=c1cc(N2CCNCC2)nc[nH]1. Yields the product COc1ccc(CN2CCN(c3cc(=O)[nH]cn3)CC2)c(C)c1C. Reaction SMILES: [CH3:14][c:15]1[c:16]([CH:17]=[O:18])[cH:19][cH:20][c:21]([O:24][CH3:25])[c:22]1[CH3:23].[N:1]1([c:7]2[cH:8][c:9](=[O:13])[nH:10][cH:11][n:12]2)[CH2:2][CH2:3][NH:4][CH2:5][CH2:6]1>>[N:1]1([c:7]2[cH:8][c:9](=[O:13])[nH:10][cH:11][n:12]2)[CH2:2][CH2:3][N:4]([CH2:17][c:16]2[c:15]([CH3:14])[c:22]([CH3:23])[c:21]([O:24][CH3:25])[cH:20][cH:19]2)[CH2:5][CH2:6]1. Starting materials: CCOC(=O)C (EtOAc), C(C)OC(=O)C1(CC1)C1=CC=C(C=C1)C1=CC=C(C=C1)C1=C(C(=NO1)C)C=CCCC1=CC=CC=C1 (1-{4′-[3-Methyl-4-(4-phenyl-but-1-enyl)-isoxazol-5-yl]-biphenyl-4-yl}-cyclopropanecarboxylic acid ethyl ester), ClC1=CC(=CC=C1)C(=O)OO (m-chloroperbenzoic acid), ClC1=CC(=CC=C1)C(=O)OO (m-chloroperbenzoic acid). Run in hexanes, C(Cl)Cl (CH2Cl2). Run at time 8 hour. The product is C(C)OC(=O)C1(CC1)C1=CC=C(C=C1)C1=CC=C(C=C1)C1=C(C(=NO1)C)C1OC1CCC1=CC=CC=C1 (1-{4′-[3-Methyl-4-(3-phenethyl-oxiranyl)-isoxazol-5-yl]-biphenyl-4-yl}-cyclopropanecarboxylic acid ethyl ester). RXN SMILES: [CH2:1]([O:3][C:4]([C:6]1([C:9]2[CH:14]=[CH:13][C:12]([C:15]3[CH:20]=[CH:19][C:18]([C:21]4[O:25][N:24]=[C:23]([CH3:26])[C:22]=4[CH:27]=[CH:28][CH2:29][CH2:30][C:31]4[CH:36]=[CH:35][CH:34]=[CH:33][CH:32]=4)=[CH:17][CH:16]=3)=[CH:11][CH:10]=2)[CH2:8][CH2:7]1)=[O:5])[CH3:2].ClC1C=CC=C(C(OO)=[O:45])C=1.CCOC(C)=O>C(Cl)Cl>[CH2:1]([O:3][C:4]([C:6]1([C:9]2[CH:10]=[CH:11][C:12]([C:15]3[CH:20]=[CH:19][C:18]([C:21]4[O:25][N:24]=[C:23]([CH3:26])[C:22]=4[CH:27]4[CH:28]([CH2:29][CH2:30][C:31]5[CH:32]=[CH:33][CH:34]=[CH:35][CH:36]=5)[O:45]4)=[CH:17][CH:16]=3)=[CH:13][CH:14]=2)[CH2:7][CH2:8]1)=[O:5])[CH3:2]. Procedure: 1-{4′-[3-Methyl-4-(4-phenyl-but-1-enyl)-isoxazol-5-yl]-biphenyl-4-yl}-cyclopropanecarboxylic acid ethyl ester (0.343 g, 0.718 mmol) and m-chloroperbenzoic acid (0.181 g, 0.79 mmol) were stirred in CH2Cl2 overnight. An additional portion of m-chloroperbenzoic acid was added and the reaction stirred overnight again. Standard aqueous workup and silica gel chromatography (0-100% EtOAc in hexanes) afforded the title compound. Reactants: CC(C)(C)c1cccc(C(C)(C)C)n1, CI, ClCCl, COC(=O)C1CC(CO)CN1C(=O)OC(C)(C)C. Yields the product COCC1CC(C(=O)OC)N(C(=O)OC(C)(C)C)C1. RXN SMILES: [C:19]([c:20]1[cH:21][cH:22][cH:23][c:24]([C:25]([CH3:26])([CH3:27])[CH3:28])[n:29]1)([CH3:30])([CH3:31])[CH3:32].[CH3:33][I:34].[Cl:35][CH2:36][Cl:37].[OH:1][CH2:2][CH:3]1[CH2:4][CH:5]([C:15](=[O:16])[O:17][CH3:18])[N:6]([C:8](=[O:9])[O:10][C:11]([CH3:12])([CH3:13])[CH3:14])[CH2:7]1>>[O:1]([CH2:2][CH:3]1[CH2:4][CH:5]([C:15](=[O:16])[O:17][CH3:18])[N:6]([C:8](=[O:9])[O:10][C:11]([CH3:12])([CH3:13])[CH3:14])[CH2:7]1)[CH3:19]. The reactants are NC1CCCc2ccccc21, O=Cc1cccc(C(F)(F)F)c1. The product is FC(F)(F)c1cccc(CNC2CCCc3ccccc32)c1. As a reaction SMILES: [CH:13]1([NH2:23])[CH2:14][CH2:15][CH2:16][c:17]2[cH:18][cH:19][cH:20][cH:21][c:22]21.[F:1][C:2]([c:3]1[cH:4][c:5]([CH:6]=[O:7])[cH:8][cH:9][cH:10]1)([F:11])[F:12]>>[F:1][C:2]([c:3]1[cH:4][c:5]([CH2:6][NH:23][CH:13]2[CH2:14][CH2:15][CH2:16][c:17]3[cH:18][cH:19][cH:20][cH:21][c:22]32)[cH:8][cH:9][cH:10]1)([F:11])[F:12].